This data is from the Open Reaction Database (ORD), a public repository of structured organic reaction records. The task is: describe an organic reaction: reactants, conditions, products, and yield RXN SMILES: [CH2:1]([O:3][C:4]([N:6]1[CH2:11][CH2:10][N:9]([C:12](=[O:39])[C@@H:13]([NH:23][C:24]([C:26]2[CH:31]=[C:30]([OH:32])C=C(C3C=CC=CC=3)[N:27]=2)=[O:25])[CH2:14][CH2:15][C:16]([O:18][C:19]([CH3:22])([CH3:21])[CH3:20])=[O:17])[CH2:8][CH2:7]1)=[O:5])[CH3:2].[CH2:40]([O:47][C:48](=[O:52])[C@H:49](Br)[CH3:50])[C:41]1[CH:46]=[CH:45][CH:44]=[CH:43][CH:42]=1.Br[C@H](C)C(O)=O.C(O)[C:60]1[CH:65]=[CH:64][CH:63]=[CH:62][CH:61]=1.C[N:68](C=O)C>>[CH2:1]([O:3][C:4]([N:6]1[CH2:11][CH2:10][N:9]([C:12](=[O:39])[C@@H:13]([NH:23][C:24]([C:26]2[CH:31]=[C:30]([O:32][C@H:49]([C:48]([O:47][CH2:40][C:41]3[CH:46]=[CH:45][CH:44]=[CH:43][CH:42]=3)=[O:52])[CH3:50])[N:68]([C:60]3[CH:61]=[CH:62][CH:63]=[CH:64][CH:65]=3)[N:27]=2)=[O:25])[CH2:14][CH2:15][C:16]([O:18][C:19]([CH3:22])([CH3:21])[CH3:20])=[O:17])[CH2:8][CH2:7]1)=[O:5])[CH3:2]. Product: C(C)OC(=O)N1CCN(CC1)C([C@H](CCC(=O)OC(C)(C)C)NC(=O)C1=NN(C(=C1)O[C@@H](C)C(=O)OCC1=CC=CC=C1)C1=CC=CC=C1)=O (4-((S)-2-{[5-((S)-1-Benzyloxycarbonyl-ethoxy)-1-phenyl-1H-pyrazole-3-carbonyl]-amino}-4-tert-butoxycarbonyl-butyryl)-piperazine-1-carboxylic acid ethyl ester). Reactants: C(C)OC(=O)N1CCN(CC1)C([C@H](CCC(=O)OC(C)(C)C)NC(=O)C1=NC(=CC(=C1)O)C1=CC=CC=C1)=O (4-{(S)-4-tert-Butoxycarbonyl-2-[(4-hydroxy-6-phenyl-pyridine-2-carbonyl)-amino]-butyryl}-piperazine-1-carboxylic acid ethyl ester), C(C1=CC=CC=C1)OC([C@@H](C)Br)=O ((R)-2-bromo-propionic acid benzyl ester), CN(C)C=O (DMF), C(C1=CC=CC=C1)O (benzyl alcohol), Br[C@@H](C(=O)O)C ((R)-2-bromopropionic acid). Reported procedure: To a solution of 4.00 g 4-{(S)-4-tert-Butoxycarbonyl-2-[(4-hydroxy-6-phenyl-pyridine-2-carbonyl)-amino]-butyryl}-piperazine-1-carboxylic acid ethyl ester in 30 ml DMF were added 1.84 g (R)-2-bromo-propionic acid benzyl ester (prepared by standard benzylation procedure using (R)-2-bromopropionic acid and benzyl alcohol Reactants: C(C)OC(=O)C1=CNC2=CC(=C(C=C2C1=O)C(CCC)=O)C (6-butyryl-7-methyl-4-oxo-1,4-dihydroquinoline-3-carboxylic acid ethyl ester), C(C)I (ethyl iodide). The solvent is CN(C=O)C (dimethylformamide), [H-].[Na+] (sodium hydride). Conditions: time 1 hour. Yields the product C(C)OC(=O)C1=CN(C2=CC(=C(C=C2C1=O)C(CCC)=O)C)CC (1-Ethyl-6-butyryl-7-methyl-4-oxo-1,4-dihydroquinoline-3-carboxylic acid ethyl ester). Reaction SMILES: [CH2:1]([O:3][C:4]([C:6]1[C:15](=[O:16])[C:14]2[C:9](=[CH:10][C:11]([CH3:22])=[C:12]([C:17](=[O:21])[CH2:18][CH2:19][CH3:20])[CH:13]=2)[NH:8][CH:7]=1)=[O:5])[CH3:2].[CH2:23](I)[CH3:24]>CN(C)C=O.[H-].[Na+]>[CH2:1]([O:3][C:4]([C:6]1[C:15](=[O:16])[C:14]2[C:9](=[CH:10][C:11]([CH3:22])=[C:12]([C:17](=[O:21])[CH2:18][CH2:19][CH3:20])[CH:13]=2)[N:8]([CH2:23][CH3:24])[CH:7]=1)=[O:5])[CH3:2] |f:3.4|. Procedure: 30 g of 6-butyryl-7-methyl-4-oxo-1,4-dihydroquinoline-3-carboxylic acid ethyl ester are dissolved in 1000 ml of dimethylformamide and, in the course of one hour, 4.8 g of a 50% strength sodium hydride dispersion in mineral oil are added in portions. Stirring is carried out for 1 hour at room temperature and then 31.2 g of ethyl iodide are added, and the mixture is then stirred at room temperature for 1 hour, concentrated under reduced pressure, cooled with ice-water and filtered with suction. Th... Starting materials: [+(phenylethynyl)-(3-(trifluoromethyl)phenyl]-[[3-(trifluoromethyl)phenyl]methyl]amino]-1,1,1-trifluoro-2-propanol, FC(C=1C=C(C=CC1Br)N(CC(C(F)(F)F)O)CC1=CC(=CC=C1)C(F)(F)F)(F)F (3-[(3-(trifluoromethyl)4-bromophenyl)[[3-(1,1,1-trifluoromethyl)phenyl]methyl]-amino]-1,1,1-trifluoro-2-propanol), C(CCC)[Sn](CCCC)(CCCC)C#CC1=CC=CC=C1 (tributylstannylphenyl-acetylene), C(CCC)C1=C(C(=C(C=C1)C#C[SnH3])CCCC)CCCC (tributyl-stannylphenylacetylene), C(C)OCC (diethyl ether). The reagents and catalysts are Cl[Pd]([P](C1=CC=CC=C1)(C2=CC=CC=C2)C3=CC=CC=C3)([P](C4=CC=CC=C4)(C5=CC=CC=C5)C6=CC=CC=C6)Cl (Pd(PPh3)2Cl2), Cl[Pd]([P](C1=CC=CC=C1)(C2=CC=CC=C2)C3=CC=CC=C3)([P](C4=CC=CC=C4)(C5=CC=CC=C5)C6=CC=CC=C6)Cl (Pd(PPh3)2Cl2). Solvent: [F-].[K+] (KF). Conditions: time 10 minute. Yields the product C1(=CC=CC=C1)C#CC1=C(C=C(C=C1)N(CC1=CC(=CC=C1)C(F)(F)F)C(C(F)(F)F)(C)O)C(F)(F)F ([4-(phenylethynyl)-(3-(trifluoromethyl)phenyl][[3-(trifluoromethyl)phenyl]methyl]amino]-1,1,1-trifluoro-2-propanol). As a reaction SMILES: [F:1][C:2]([F:30])([F:29])[C:3]1[CH:4]=[C:5]([N:10]([CH2:18][C:19]2[CH:24]=[CH:23][CH:22]=[C:21]([C:25]([F:28])([F:27])[F:26])[CH:20]=2)CC(O)C(F)(F)F)[CH:6]=[CH:7][C:8]=1Br.C([Sn]([C:44]#[C:45][C:46]1[CH:51]=[CH:50][CH:49]=[CH:48][CH:47]=1)(CCCC)CCCC)CCC.C(C1C=CC(C#C[SnH3])=C(CCCC)C=1CCCC)CCC.C([O:75][CH2:76][CH3:77])C>[F-].[K+].Cl[Pd](Cl)([P](C1C=CC=CC=1)(C1C=CC=CC=1)C1C=CC=CC=1)[P](C1C=CC=CC=1)(C1C=CC=CC=1)C1C=CC=CC=1>[C:46]1([C:45]#[C:44][C:8]2[CH:7]=[CH:6][C:5]([N:10]([C:76]([OH:75])([CH3:77])[C:2]([F:30])([F:29])[F:1])[CH2:18][C:19]3[CH:24]=[CH:23][CH:22]=[C:21]([C:25]([F:27])([F:26])[F:28])[CH:20]=3)=[CH:4][C:3]=2[C:2]([F:30])([F:29])[F:1])[CH:51]=[CH:50][CH:49]=[CH:48][CH:47]=1 |f:4.5,^1:82,101|. Reported procedure: The 3-[(3-(trifluoromethyl)4-bromophenyl)[[3-(1,1,1-trifluoromethyl)phenyl]methyl]-amino]-1,1,1-trifluoro-2-propanol (0.33 g, 0.648 mmol) and tributylstannylphenyl-acetylene (0.278 g, 0.712 mmol) were added to degassed 1,2-dichloroethane. The resulting mixture was stirred at room temperature for 10 min, then Pd(PPh3)2Cl2 (0.032 g. 0.045 mmol) was added. The mixture was stirred 18 h at room temperature. More tributyl-stannylphenylacetylene (0.278 g, 0.712 mmol) and Pd(PPh3)2Cl2 (0.032 g, 0.045 mm... The reactants are [I-].[Na+] (Sodium iodide), ClC1=C2C(=NC=C1)CN(C2)C(=O)OCC (ethyl 4-chloro-5H-pyrrolo[3,4-b]pyridine-6(7H)-carboxylate). Solvent: C(C)#N (acetonitrile). Product: IC1=C2C(=NC=C1)CN(C2)C(=O)OCC (ethyl 4-iodo-5H-pyrrolo[3,4-b]pyridine-6(7H)-carboxylate). As a reaction SMILES: [I-:1].[Na+].Cl[C:4]1[CH:9]=[CH:8][N:7]=[C:6]2[CH2:10][N:11]([C:13]([O:15][CH2:16][CH3:17])=[O:14])[CH2:12][C:5]=12>C(#N)C>[I:1][C:4]1[CH:9]=[CH:8][N:7]=[C:6]2[CH2:10][N:11]([C:13]([O:15][CH2:16][CH3:17])=[O:14])[CH2:12][C:5]=12 |f:0.1|. Procedure: Sodium iodide (3.93 g, 26.2 mmol) and Ex 11-Step 1 product, hydrochloride salt (step 1, 2.30 g, 8.74 mmol) in acetonitrile (20 mL) were refluxed for 3 days. The reaction mixture was cooled, concentrated and partitioned between CH2Cl2 and saturated aqueous sodium bicarbonate. The phases were separated and the aqueous phase was re-extracted twice with CH2Cl2 (total volume 750 mL). The solution was passed through a plug of silica gel (0.5″) layered with celite (0.5″) using 1:1 EtOAc/CH2Cl2 for elut...